From a dataset of the Open Reaction Database (ORD), a public repository of structured organic reaction records. describe an organic reaction: reactants, conditions, products, and yield Reactants: CC1(OC2=C(C(=CC(=C2)C(C)CC2CC2)O)C=2C1=CC=NC2)C (5,5-dimethyl-10-hydroxy-8-(3-cyclopropyl-2-propyl)-5H-[1]benzopyrano[3,4-d]pyridine), Cl.N1(CCCCC1)CCCC(=O)O (γ-piperidinobutyric acid hydrochloride), C1(CCCCC1)N=C=NC1CCCCC1 (dicyclohexyl-carbodiimide). Product: Cl.CC1(OC2=C(C(=CC(=C2)C(C)CC2CC2)OC(CCCN2CCCCC2)=O)C=2C1=CC=NC2)C (5,5-Dimethyl-8-(3-cyclopropyl-2-propyl)-10-[4-(piperidino)-butyryloxy]-5H-[1]benzopyrano[3,4-d]pyridine hydrochloride). As a reaction SMILES: [CH3:1][C:2]1([CH3:23])[C:18]2=[CH:19][CH:20]=[N:21][CH:22]=[C:17]2[C:5]2[C:6]([OH:16])=[CH:7][C:8]([CH:10]([CH2:12][CH:13]3[CH2:15][CH2:14]3)[CH3:11])=[CH:9][C:4]=2[O:3]1.[ClH:24].[N:25]1([CH2:31][CH2:32][CH2:33][C:34](O)=[O:35])[CH2:30][CH2:29][CH2:28][CH2:27][CH2:26]1.C1(N=C=NC2CCCCC2)CCCCC1>>[ClH:24].[CH3:23][C:2]1([CH3:1])[C:18]2=[CH:19][CH:20]=[N:21][CH:22]=[C:17]2[C:5]2[C:6]([O:16][C:34](=[O:35])[CH2:33][CH2:32][CH2:31][N:25]3[CH2:30][CH2:29][CH2:28][CH2:27][CH2:26]3)=[CH:7][C:8]([CH:10]([CH2:12][CH:13]3[CH2:14][CH2:15]3)[CH3:11])=[CH:9][C:4]=2[O:3]1 |f:1.2,4.5|. Procedure details: 5,5-Dimethyl-8-(3-cyclopropyl-2-propyl)-10-[4-(piperidino)-butyryloxy]-5H-[1]benzopyrano[3,4-d]pyridine hydrochloride is prepared according to the method of Example 29 by reacting equimolar quantities of 5,5-dimethyl-10-hydroxy-8-(3-cyclopropyl-2-propyl)-5H-[1]benzopyrano[3,4-d]pyridine and γ-piperidinobutyric acid hydrochloride in the presence of dicyclohexyl-carbodiimide. The reactants are CC(=O)O[BH-](OC(C)=O)OC(C)=O, O=C1CCN(Cc2ccccc2)CC1, COc1ccccc1N1CCNCC1, CC(=O)O, ClCCl, [Na+], [Na+], O=C([O-])O. Product: COc1ccccc1N1CCN(C2CCN(Cc3ccccc3)CC2)CC1. RXN SMILES: [C:1]([O:2][BH-:3]([O:4][C:5](=[O:6])[CH3:7])[O:8][C:9](=[O:10])[CH3:11])(=[O:12])[CH3:13].[CH2:29]([c:30]1[cH:31][cH:32][cH:33][cH:34][cH:35]1)[N:36]1[CH2:37][CH2:38][C:39](=[O:42])[CH2:40][CH2:41]1.[CH3:15][O:16][c:17]1[c:18]([N:23]2[CH2:24][CH2:25][NH:26][CH2:27][CH2:28]2)[cH:19][cH:20][cH:21][cH:22]1.[CH3:51][C:52](=[O:53])[OH:54].[Cl:48][CH2:49][Cl:50].[Na+:14].[Na+:47].[O-:43][C:44]([OH:45])=[O:46]>>[CH3:15][O:16][c:17]1[c:18]([N:23]2[CH2:24][CH2:25][N:26]([CH:39]3[CH2:38][CH2:37][N:36]([CH2:29][c:30]4[cH:31][cH:32][cH:33][cH:34][cH:35]4)[CH2:41][CH2:40]3)[CH2:27][CH2:28]2)[cH:19][cH:20][cH:21][cH:22]1. Starting materials: [BH4-].[Na+] (Sodium borohydride), C(C)[Si](C=1OC=C(C1)C=O)(CC)CC (2-triethylsilyl-4-furaldehyde). Run in CO (methanol). Reaction conditions: time 1 hour. Product: OCC=1C=C(OC1)[Si](CC)(CC)CC (4-Hydroxymethyl-2-triethylsilylfuran). RXN SMILES: [BH4-].[Na+].[CH2:3]([Si:5]([CH2:15][CH3:16])([CH2:13][CH3:14])[C:6]1[O:7][CH:8]=[C:9]([CH:11]=[O:12])[CH:10]=1)[CH3:4]>CO>[OH:12][CH2:11][C:9]1[CH:10]=[C:6]([Si:5]([CH2:13][CH3:14])([CH2:15][CH3:16])[CH2:3][CH3:4])[O:7][CH:8]=1 |f:0.1|. Procedure: Sodium borohydride (353 mg, 0.93 mmol) was added portionwise to a solution of 2-triethylsilyl-4-furaldehyde (1.64 g, 7.79 mmol) in methanol (10 ml) at 0°. After 1 hour, most of the methanol was evaporated and the residue dissolved in a minimum amount of dilute hydrochloric acid. Extraction (ethyl acetate), drying (magnesium sulfate) and evaporation gave an oil, which was purified by flash chromatography on silica using 20% ethyl ether/hexane. Fractions with Rf of about 0.07 (10% ethyl ether/hexa... Reactants: [N+](=O)([O-])C1=C(C=C(C=C1F)OC)F (4-Nitro-3,5-difluoroanisole), O (water), C(C)(=O)OCC (ethyl acetate), NC1CCN(CC1)C(=O)OC(C)(C)C (1,1-dimethylethyl 4-amino-1-piperidinecarboxylate). Solvent: CN(C=O)C (dimethylformamide), C(C)(C)N(CC)C(C)C (diisopropylethylamine). Conditions: time 18 hour. Product: [N+](=O)([O-])C1=C(C=C(C=C1F)OC)NC1CCN(CC1)C(=O)OC(C)(C)C (1,1-Dimethylethyl 4-[(2-nitro-3-fluoro-5-methoxyphenyl)amino]-piperidinecarboxylate). Reaction SMILES: [N+:1]([C:4]1[C:9](F)=[CH:8][C:7]([O:11][CH3:12])=[CH:6][C:5]=1[F:13])([O-:3])=[O:2].[NH2:14][CH:15]1[CH2:20][CH2:19][N:18]([C:21]([O:23][C:24]([CH3:27])([CH3:26])[CH3:25])=[O:22])[CH2:17][CH2:16]1.O.C(OCC)(=O)C>CN(C)C=O.C(N(C(C)C)CC)(C)C>[N+:1]([C:4]1[C:5]([F:13])=[CH:6][C:7]([O:11][CH3:12])=[CH:8][C:9]=1[NH:14][CH:15]1[CH2:16][CH2:17][N:18]([C:21]([O:23][C:24]([CH3:27])([CH3:26])[CH3:25])=[O:22])[CH2:19][CH2:20]1)([O-:3])=[O:2]. Procedure details: 4-Nitro-3,5-difluoroanisole (D11) (370 mg, 2 mmol) was dissolved in dry dimethylformamide (3 ml) and diisopropylethylamine (0.4 ml), and 1,1-dimethylethyl 4-amino-1-piperidinecarboxylate (400 mg, 2 mmol) were added at room temperature. The mixture was stirred at room temperature for 18 h, then cooled to room temperature and water and ethyl acetate added. The organic layer was dried over MgSO4, filtered and evaporated, and the residue crystallised from diethyl ether to afford the title compound, ... Reactants: C(C)N1C2=C(C(C=3C=C(C=CC13)C(C)C)=O)C(C1=CC=CC=C12)=O (5-ethyl-8-isopropyl-5,10-dihydro-11H-indeno[1,2-b]quinolin-10,11-dione), [BH4-].[Na+] (sodium borohydride). Run at time 1 hour. Product: C(C)N1C2=C(C(C=3C=C(C=CC13)C(C)C)=O)C(C1=CC=CC=C12)O (5-Ethyl-8-isopropyl-11-hydroxy-5,10-dihydro-11H-indeno[1,2-b]quinolin-10-one). As a reaction SMILES: [CH2:1]([N:3]1[C:12]2[CH:11]=[CH:10][C:9]([CH:13]([CH3:15])[CH3:14])=[CH:8][C:7]=2[C:6](=[O:16])[C:5]2[C:17](=[O:24])[C:18]3[C:23]([C:4]1=2)=[CH:22][CH:21]=[CH:20][CH:19]=3)[CH3:2].[BH4-].[Na+]>>[CH2:1]([N:3]1[C:12]2[CH:11]=[CH:10][C:9]([CH:13]([CH3:15])[CH3:14])=[CH:8][C:7]=2[C:6](=[O:16])[C:5]2[CH:17]([OH:24])[C:18]3[C:23]([C:4]1=2)=[CH:22][CH:21]=[CH:20][CH:19]=3)[CH3:2] |f:1.2|. Reported procedure: To an ethanolic solution of 5-ethyl-8-isopropyl-5,10-dihydro-11H-indeno[1,2-b]quinolin-10,11-dione (500 mg, 1,58 mmol) was added sodium borohydride (62 mg, 1.64 mmol) in portions followed by stirring at room temperature for 1 hour. After removing ethanol, the reaction mixture was diluted with water and extracted with chloroform twice. The combined organic layers were washed with saturated sodium chloride solution and dried with sodium sulfate followed by evaporating to remove chloroform. The tit... The product is CCOC(=O)c1c(Cl)c2cc(F)cnc2[nH]c1=O. Reactants: CCOC(=O)c1c(Cl)c2cc(F)cnc2n(Cc2ccc(OC)cc2)c1=O, O=C(O)C(F)(F)F. Reaction SMILES: [CH2:1]([CH3:2])[O:3][C:4](=[O:5])[c:6]1[c:7](=[O:27])[n:8]([CH2:18][c:19]2[cH:20][cH:21][c:22]([O:23][CH3:24])[cH:25][cH:26]2)[c:9]2[n:10][cH:11][c:12]([F:17])[cH:13][c:14]2[c:15]1[Cl:16].[F:28][C:29]([F:30])([F:31])[C:32]([OH:33])=[O:34]>>[CH2:1]([CH3:2])[O:3][C:4](=[O:5])[c:6]1[c:7](=[O:27])[nH:8][c:9]2[n:10][cH:11][c:12]([F:17])[cH:13][c:14]2[c:15]1[Cl:16]. Starting materials: COCC(C)N, CCO, Cl, CS(=O)(=O)Nn1c(=O)[nH]c2cc([N+](=O)[O-])c(F)cc2c1=O. The product is COCC(C)Nc1cc2c(=O)n(NS(C)(=O)=O)c(=O)[nH]c2cc1[N+](=O)[O-]. As a reaction SMILES: [CH3:22][O:23][CH2:24][CH:25]([CH3:26])[NH2:27].[CH3:29][CH2:30][OH:31].[ClH:28].[F:1][c:2]1[cH:3][c:4]2[c:5](=[O:21])[n:6]([NH:16][S:17](=[O:18])(=[O:19])[CH3:20])[c:7](=[O:15])[nH:8][c:9]2[cH:10][c:11]1[N+:12](=[O:13])[O-:14]>>[c:2]1([NH:27][CH:25]([CH2:24][O:23][CH3:22])[CH3:26])[cH:3][c:4]2[c:5](=[O:21])[n:6]([NH:16][S:17](=[O:18])(=[O:19])[CH3:20])[c:7](=[O:15])[nH:8][c:9]2[cH:10][c:11]1[N+:12](=[O:13])[O-:14]. The reactants are C[Sn](C)(C)Cl, CCCCCC, Cc1ccc2sccc2c1, [Cl-], [NH4+]. Yields the product Cc1ccc2sc([Sn](C)(C)C)cc2c1. RXN SMILES: [CH3:11][Sn:12]([CH3:13])([CH3:14])[Cl:15].[CH3:18][CH2:19][CH2:20][CH2:21][CH2:22][CH3:23].[CH3:1][c:2]1[cH:3][c:4]2[c:5]([s:6][cH:7][cH:8]2)[cH:9][cH:10]1.[Cl-:16].[NH4+:17]>>[CH3:1][c:2]1[cH:3][c:4]2[c:5]([s:6][c:7]([Sn:12]([CH3:11])([CH3:13])[CH3:14])[cH:8]2)[cH:9][cH:10]1. Starting materials: C=CC(=O)OCC, CC(C)(C)OC(=O)N(c1cncc(Cl)n1)C1CCN(Cc2ccccc2)C1, Cc1ccccc1P(c1ccccc1C)c1ccccc1C, CCN(C(C)C)C(C)C, CC(=O)[O-], CC(=O)[O-], CN(C)C=O, O, [Pd+2]. Yields the product CCOC(=O)C=Cc1cncc(N(C(=O)OC(C)(C)C)C2CCN(Cc3ccccc3)C2)n1. As a reaction SMILES: [C:28]([CH:29]=[CH2:30])(=[O:31])[O:32][CH2:33][CH3:34].[CH2:1]([c:2]1[cH:3][cH:4][cH:5][cH:6][cH:7]1)[N:8]1[CH2:9][CH:10]([N:13]([C:14]([O:15][C:16]([CH3:17])([CH3:18])[CH3:19])=[O:20])[c:21]2[n:22][c:23]([Cl:27])[cH:24][n:25][cH:26]2)[CH2:11][CH2:12]1.[CH3:35][c:36]1[cH:37][cH:38][cH:39][cH:40][c:41]1[P:42]([c:43]1[cH:44][cH:45][cH:46][cH:47][c:48]1[CH3:49])[c:50]1[cH:51][cH:52][cH:53][cH:54][c:55]1[CH3:56].[CH:57]([N:58]([CH2:59][CH3:60])[CH:61]([CH3:62])[CH3:63])([CH3:64])[CH3:65].[O-:72][C:73]([CH3:74])=[O:75].[O-:76][C:77]([CH3:78])=[O:79].[O:66]=[CH:67][N:68]([CH3:69])[CH3:70].[OH2:80].[Pd+2:71]>>[CH2:1]([c:2]1[cH:3][cH:4][cH:5][cH:6][cH:7]1)[N:8]1[CH2:9][CH:10]([N:13]([C:14]([O:15][C:16]([CH3:17])([CH3:18])[CH3:19])=[O:20])[c:21]2[n:22][c:23]([CH:30]=[CH:29][C:28](=[O:31])[O:32][CH2:33][CH3:34])[cH:24][n:25][cH:26]2)[CH2:11][CH2:12]1. Reactants: N12CCC(C(CCC1)C2)=O (1-azabicyclo[3.3.1]nonan-4-one), C1(=CC=C(C=C1)S(=O)(=O)C[N+]#[C-])C (p-toluenesulfonylmethylisocyanide), C(C)O (ethanol), CC(C)([O-])C.[K+] (potassium tert-butoxide). The solvent is C(OC)COC (dimethoxyethane). Conditions: temperature 5 celsius, time 30 minute. The product is N12CC[C@H]([C@@H](CCC1)C2)C#N ((4R*,5R*)-1-azabicyclo[3.3.1]nonane-4-carbonitrile). Isolated yield 46.8%. Reaction SMILES: [N:1]12[CH2:9][CH:5]([CH2:6][CH2:7][CH2:8]1)[C:4](=O)[CH2:3][CH2:2]2.C1(C)C=CC(S([CH2:20][N+:21]#[C-])(=O)=O)=CC=1.C(O)C.CC(C)([O-])C.[K+]>C(COC)OC>[N:1]12[CH2:9][C@H:5]([CH2:6][CH2:7][CH2:8]1)[C@H:4]([C:20]#[N:21])[CH2:3][CH2:2]2 |f:3.4|. Reported procedure: To a solution of 2.00 g of 1-azabicyclo[3.3.1]nonan-4-one in 100 ml of dimethoxyethane, 3.65 g of p-toluenesulfonylmethylisocyanide and 1.13 g of ethanol were added, followed by cooling to 5° C. Then, 4.00 g of potassium tert-butoxide was added while keeping the internal temperature below 10° C. The mixture was stirred at room temperature for 30 minutes, followed by further stirring at 40° C. for 30 minutes. The precipitate thus formed was removed by filtration. The residue obtained by evaporati...